Dataset: the Open Reaction Database (ORD), a public repository of structured organic reaction records. Task: describe an organic reaction: reactants, conditions, products, and yield Reactants: PdCl2 (dppf)-CH2Cl2, ClC1=CC=C(N=N1)NC1=CC=C(C=C1)OC(F)F (6-chloro-N-(4-(difluoromethoxy)phenyl)pyridazin-3-amine), C(=C)B1OC(C)(C)C(C)(C)O1 (vinylboronic acid pinacol ester), C(=O)([O-])[O-].[K+].[K+] (K2CO3). The solvent is O1CCOCC1 (dioxane), O (water). Run at temperature 80 celsius. Product: FC(OC1=CC=C(C=C1)NC=1N=NC(=CC1)C=C)F (N-(4-(difluoromethoxy)phenyl)-6-vinylpyridazin-3-amine). Yield: 61.9%. RXN SMILES: Cl[C:2]1[N:7]=[N:6][C:5]([NH:8][C:9]2[CH:14]=[CH:13][C:12]([O:15][CH:16]([F:18])[F:17])=[CH:11][CH:10]=2)=[CH:4][CH:3]=1.[CH:19](B1OC(C)(C)C(C)(C)O1)=[CH2:20].C([O-])([O-])=O.[K+].[K+]>O1CCOCC1.O>[F:17][CH:16]([F:18])[O:15][C:12]1[CH:13]=[CH:14][C:9]([NH:8][C:5]2[N:6]=[N:7][C:2]([CH:19]=[CH2:20])=[CH:3][CH:4]=2)=[CH:10][CH:11]=1 |f:2.3.4|. Procedure: To a solution of 6-chloro-N-(4-(difluoromethoxy)phenyl)pyridazin-3-amine (0.2 g, 0.736 mmol) in dioxane and water mixture were added vinylboronic acid pinacol ester (0.146 mL, 1.104 mmol), and K2CO3 (0.305 g, 2.209 mmol). The mixture was flushed for 15 min with nitrogen. PdCl2 (dppf)-CH2Cl2 adduct (0.060 g, 0.074 mmol) was then added and the reaction mixture heated at 80° C. for 18 h. The reaction mixture was filtered through a pad of celite, washed with ethyl acetate and purified by flash chrom... Reaction SMILES: [F-:1].[K+].COCCOCCOC.[C:12]([C:19]([F:21])=O)([C:15]([F:18])([F:17])[F:16])([F:14])[F:13].S([O:27][CH3:28])(OC)(=O)=O>O>[C:19]([O:27][CH3:28])([C:12]([C:15]([F:18])([F:17])[F:16])([F:14])[F:13])([F:21])[F:1] |f:0.1|. Isolated yield 76.3%. Run at temperature -20 celsius, time 8 hour. Run in O (Water). Procedure details: A jacketed one liter round bottom flask was equipped with an overhead stirrer, a solid carbon dioxide/acetone condenser, and an addition funnel. The flask was charged with spray-dried potassium fluoride (85 g, 1.46 mol) and anhydrous diethylene glycol dimethyl ether (375 g) and was then cooled to about −20° C. using a recirculating refrigeration system. C2F5COF (196 g, 1.18 mol) was added to the flask over a period of about one hour. The flask was then warmed to about 24° C., and dimethyl sulfat... Reactants: S(=O)(=O)(OC)OC (dimethyl sulfate), [F-].[K+] (potassium fluoride), COCCOCCOC (diethylene glycol dimethyl ether), C(F)(F)(C(F)(F)F)C(=O)F (C2F5COF). Product: C(F)(F)(C(F)(F)C(F)(F)F)OC (C3F7OCH3). Reactants: C1(=CC=CC2=CC=CC=C12)C=O (1-naphthaldehyde), Cl (hydrochloric acid), C[Mg]I (methylmagnesium iodide), [Mg] (magnesium), CI (methyl iodide). The solvent is CCOCC (ether), CCOCC (ether), CCOCC (ether). Conditions: time 2 hour. The product is C1(=CC=CC2=CC=CC=C12)C(C)O (1-(1-Naphthalyl)ethanol). The yield is 97.8%. RXN SMILES: C[Mg]I.[Mg].[CH3:5]I.[C:7]1([CH:17]=[O:18])[C:16]2[C:11](=[CH:12][CH:13]=[CH:14][CH:15]=2)[CH:10]=[CH:9][CH:8]=1.Cl>CCOCC>[C:7]1([CH:17]([OH:18])[CH3:5])[C:16]2[C:11](=[CH:12][CH:13]=[CH:14][CH:15]=2)[CH:10]=[CH:9][CH:8]=1. Reported procedure: To a solution of methylmagnesium iodide in ether which was prepared from magnesium turning (1.08 g, 44.4 mmol) and methyl iodide (2.75 ml, 44.2 mmol) in 100 ml of ether, were added a solution of 1-naphthaldehyde (1) (5.75 g, 36.8 mmol) in 10 ml of ether with cooling in an ice-water bath, then the resulting reaction mixture was stirred for 2 hours at room temperature. To this mixture was added 25 ml of 2N hydrochloric acid and then the organic layer was separated from the aqueous layer. The organ... The reactants are ice, C(C)(C)(C)OC(=O)N1C(C=2N(CC1)C(=NC2Cl)CC)CCC2=CC=C(C=C2)C(F)(F)F (1-chloro-3-ethyl-8-[2-(4-trifluoromethyl-phenyl)-ethyl]-5,6-dihydro-8H-imidazo[1,5-a]pyrazine-7-carboxylic acid tert-butyl ester), Cl (HCl), O1CCOCC1 (dioxane). Solvent: C(Cl)Cl (DCM). Reaction conditions: temperature 0 celsius, time 10 minute. Product: ClC=1N=C(N2C1C(NCC2)CCC2=CC=C(C=C2)C(F)(F)F)CC (1-chloro-3-ethyl-8-[2-(4-trifluoromethyl-phenyl)-ethyl]-5,6,7,8-tetrahydro-imidazo[1,5-a]pyrazine). RXN SMILES: C(OC([N:8]1[CH2:13][CH2:12][N:11]2[C:14]([CH2:18][CH3:19])=[N:15][C:16]([Cl:17])=[C:10]2[CH:9]1[CH2:20][CH2:21][C:22]1[CH:27]=[CH:26][C:25]([C:28]([F:31])([F:30])[F:29])=[CH:24][CH:23]=1)=O)(C)(C)C.Cl.O1CCOCC1>C(Cl)Cl>[Cl:17][C:16]1[N:15]=[C:14]([CH2:18][CH3:19])[N:11]2[CH2:12][CH2:13][NH:8][CH:9]([CH2:20][CH2:21][C:22]3[CH:27]=[CH:26][C:25]([C:28]([F:30])([F:29])[F:31])=[CH:24][CH:23]=3)[C:10]=12. Reported procedure: To an ice-cooled solution of 1-chloro-3-ethyl-8-[2-(4-trifluoromethyl-phenyl)-ethyl]-5,6-dihydro-8H-imidazo[1,5-a]pyrazine-7-carboxylic acid tert-butyl ester (226 mg; 0.494 mmol) in DCM (5 ml) was added 4N HCl in dioxane (2.5 ml; 10 mmol; 20 eq.). The resulting suspension was further stirred at 0° C. for 10 min., and at rt for 2 h. The volatiles were removed under vacuum and the resulting pale yellow chlorhydrate salt (240 mg) was purified by preparative HPLC in basic conditions leading to the p... Starting materials: Cl, Fc1ccc(S)cc1, Ic1cccs1, [K+], CN(C)C=O, [OH-]. Reaction SMILES: [ClH:17].[F:9][c:10]1[cH:11][cH:12][c:13]([SH:16])[cH:14][cH:15]1.[I:1][c:2]1[s:3][cH:4][cH:5][cH:6]1.[K+:8].[O:18]=[CH:19][N:20]([CH3:21])[CH3:22].[OH-:7]>>[c:2]1([S:16][c:13]2[cH:12][cH:11][c:10]([F:9])[cH:15][cH:14]2)[s:3][cH:4][cH:5][cH:6]1. Yields the product Fc1ccc(Sc2cccs2)cc1. The reactants are ClC1=NC(=C(C(=O)NCC=2C=NC=CC2)C=C1)NCCC1=CC(=CC=C1)F (6-chloro-2-(3-fluorophenethylamino)-N-(pyridin-3-ylmethyl)nicotinamide), C(#N)C1=C(C=CC=C1)B(O)O (2-cyanophenyl boronic acid), C(=O)([O-])[O-].[K+].[K+] (K2CO3). Reagents/catalysts: C1=CC=C(C=C1)P([C-]2C=CC=C2)C3=CC=CC=C3.C1=CC=C(C=C1)P([C-]2C=CC=C2)C3=CC=CC=C3.Cl[Pd]Cl.[Fe+2] (PdCl2(dppf)2). Solvent: CN(C)C=O (DMF). Conditions: temperature 125 celsius, time 1 hour. Yields the product C(#N)C1=C(C=CC=C1)C1=NC(=C(C(=O)NCC=2C=NC=CC2)C=C1)NCCC1=CC(=CC=C1)F (6-(2-cyanophenyl)-2-(3-fluorophenethylamino)-N-(pyridin-3-ylmethyl)nicotinamide). Isolated yield 63.0%. As a reaction SMILES: Cl[C:2]1[CH:17]=[CH:16][C:5]([C:6]([NH:8][CH2:9][C:10]2[CH:11]=[N:12][CH:13]=[CH:14][CH:15]=2)=[O:7])=[C:4]([NH:18][CH2:19][CH2:20][C:21]2[CH:26]=[CH:25][CH:24]=[C:23]([F:27])[CH:22]=2)[N:3]=1.[C:28]([C:30]1[CH:35]=[CH:34][CH:33]=[CH:32][C:31]=1B(O)O)#[N:29].C([O-])([O-])=O.[K+].[K+]>C1C=CC(P(C2C=CC=CC=2)[C-]2C=CC=C2)=CC=1.C1C=CC(P(C2C=CC=CC=2)[C-]2C=CC=C2)=CC=1.Cl[Pd]Cl.[Fe+2].CN(C=O)C>[C:28]([C:30]1[CH:35]=[CH:34][CH:33]=[CH:32][C:31]=1[C:2]1[CH:17]=[CH:16][C:5]([C:6]([NH:8][CH2:9][C:10]2[CH:11]=[N:12][CH:13]=[CH:14][CH:15]=2)=[O:7])=[C:4]([NH:18][CH2:19][CH2:20][C:21]2[CH:26]=[CH:25][CH:24]=[C:23]([F:27])[CH:22]=2)[N:3]=1)#[N:29] |f:2.3.4,5.6.7.8|. Procedure: A mixture of 6-chloro-2-(3-fluorophenethylamino)-N-(pyridin-3-ylmethyl)nicotinamide (1.0 g, 2.6 mmol), 2-cyanophenyl boronic acid (460 mg, 3.12 mmol), PdCl2(dppf)2 (140 mg, 0.26 mmol), K2CO3 (1.08 g, 7.8 mmol) and anhydrous DMF (8 mL) was degassed with nitrogen for 10 min. The mixture was then stirred at 125° C. for 1 hr. The mixture was filtered through the silica gel pad and washed with EtOAc. The filtrate was concentrated to dryness and purified by silica gel flash chromatography to give the ... Starting materials: C(=O)(OC)COC1=CC=C(C=C1)CC(C)=O (1-(4-carbomethoxymethoxyphenyl)propan-2-one), OC(CN)C1=CC(=CC=C1)Cl (2-hydroxy-2-(3-chlorophenyl) ethanamine). Yields the product C(=O)(OC)COC1=CC=C(C=C1)CC(C)NCC(C1=CC(=CC=C1)Cl)O (N-[2-(4-Carbomethoxymethoxyphenyl)-1-methylethyl]-2-hydroxy-2-(3-chlorophenyl) ethanamine). As a reaction SMILES: [C:1]([CH2:5][O:6][C:7]1[CH:12]=[CH:11][C:10]([CH2:13][C:14](=O)[CH3:15])=[CH:9][CH:8]=1)([O:3][CH3:4])=[O:2].[OH:17][CH:18]([C:21]1[CH:26]=[CH:25][CH:24]=[C:23]([Cl:27])[CH:22]=1)[CH2:19][NH2:20]>>[C:1]([CH2:5][O:6][C:7]1[CH:12]=[CH:11][C:10]([CH2:13][CH:14]([NH:20][CH2:19][CH:18]([OH:17])[C:21]2[CH:26]=[CH:25][CH:24]=[C:23]([Cl:27])[CH:22]=2)[CH3:15])=[CH:9][CH:8]=1)([O:3][CH3:4])=[O:2]. Procedure: The compound was prepared as in Example 5 from 1-(4-carbomethoxymethoxyphenyl)propan-2-one (2.22 g) and 2-hydroxy-2-(3-chlorophenyl) ethanamine (1.71 g) and crystallised from hexane m.p. 82°-87° as a 58:42 mixture of diastereoisomers. Starting materials: CO, CCOC(=O)C(=CC1CCOCC1)c1ccc(S(=O)(=O)C2CC2)c(C2CC2)c1, [K+], [OH-]. Product: O=C(O)C(=CC1CCOCC1)c1ccc(S(=O)(=O)C2CC2)c(C2CC2)c1. As a reaction SMILES: [CH3:31][OH:32].[CH:1]1([c:4]2[cH:5][c:6]([C:16]([C:17](=[O:18])[O:19][CH2:20][CH3:21])=[CH:22][CH:23]3[CH2:24][CH2:25][O:26][CH2:27][CH2:28]3)[cH:7][cH:8][c:9]2[S:10](=[O:11])(=[O:12])[CH:13]2[CH2:14][CH2:15]2)[CH2:2][CH2:3]1.[K+:30].[OH-:29]>>[CH:1]1([c:4]2[cH:5][c:6]([C:16]([C:17](=[O:18])[OH:19])=[CH:22][CH:23]3[CH2:24][CH2:25][O:26][CH2:27][CH2:28]3)[cH:7][cH:8][c:9]2[S:10](=[O:11])(=[O:12])[CH:13]2[CH2:14][CH2:15]2)[CH2:2][CH2:3]1.